From a dataset of the Open Reaction Database (ORD), a public repository of structured organic reaction records. describe an organic reaction: reactants, conditions, products, and yield The reactants are C=C(C(=O)NC1=CC=C(C(=O)O)C=C1)C1=CC=2C(CCC(C2C=C1)(C)C)(C)C (4-(α-methylene-5,6,7,8-tetrahydro-5,5,8,8-tetramethyl-2-naphthylacetamido)benzoic acid), O1CCOCC1 (dioxane). Reagents/catalysts: [Pd] (palladium on charcoal). Solvent: C(C)OCC (ethyl ether). Run at time 2 hour. The product is CC1(C=2C=CC(=CC2C(CC1)(C)C)C(C(=O)NC1=CC=C(C(=O)O)C=C1)C)C (4-[2-(5,6,7,8-Tetrahydro-5,5,8,8-tetramethyl-2-naphthyl)-propionamido]benzoic acid). The yield is 89.9%. As a reaction SMILES: [CH2:1]=[C:2]([C:15]1[CH:24]=[CH:23][C:22]2[C:21]([CH3:26])([CH3:25])[CH2:20][CH2:19][C:18]([CH3:28])([CH3:27])[C:17]=2[CH:16]=1)[C:3]([NH:5][C:6]1[CH:14]=[CH:13][C:9]([C:10]([OH:12])=[O:11])=[CH:8][CH:7]=1)=[O:4].O1CCOCC1>[Pd].C(OCC)C>[CH3:25][C:21]1([CH3:26])[CH2:20][CH2:19][C:18]([CH3:27])([CH3:28])[C:17]2[CH:16]=[C:15]([CH:2]([CH3:1])[C:3]([NH:5][C:6]3[CH:7]=[CH:8][C:9]([C:10]([OH:12])=[O:11])=[CH:13][CH:14]=3)=[O:4])[CH:24]=[CH:23][C:22]1=2. Procedure details: 650 mg (1.7 mmol) of 4-(α-methylene-5,6,7,8-tetrahydro-5,5,8,8-tetramethyl-2-naphthylacetamido)benzoic acid, 100 mg of palladium on charcoal (10%) and 100 ml of dioxane are introduced into a reactor. The mixture is hydrogenated at room temperature and under a pressure of 7 bars for 2 h, the catalyst is filtered off and the filtrate is evaporated. The residue obtained is ground in the minimum amount of ethyl ether, filtered off and dried. 580 mg (89%) of acid, melting point 195°-6° C., is obtaine... The reactants are CCc1ccccc1N1CCNCC1, COc1nc(C)c(C)nc1NC(=O)Oc1ccccc1. Yields the product CCc1ccccc1N1CCN(C(=O)Nc2nc(C)c(C)nc2OC)CC1. RXN SMILES: [CH2:21]([CH3:22])[c:23]1[c:24]([N:29]2[CH2:30][CH2:31][NH:32][CH2:33][CH2:34]2)[cH:25][cH:26][cH:27][cH:28]1.[CH3:1][c:2]1[n:3][c:4]([NH:11][C:12]([O:13][c:14]2[cH:15][cH:16][cH:17][cH:18][cH:19]2)=[O:20])[c:5]([O:9][CH3:10])[n:6][c:7]1[CH3:8]>>[CH3:1][c:2]1[n:3][c:4]([NH:11][C:12](=[O:20])[N:32]2[CH2:31][CH2:30][N:29]([c:24]3[c:23]([CH2:21][CH3:22])[cH:28][cH:27][cH:26][cH:25]3)[CH2:34][CH2:33]2)[c:5]([O:9][CH3:10])[n:6][c:7]1[CH3:8]. Reactants: COC1=C(C#N)C=CC(=C1)CC=C (2-(methyloxy)-4-prop-2-en-1-ylbenzonitrile), CO (MeOH), CSC (dimethyl sulfide). Conditions: time 1 hour. The product is COC1=C(C#N)C=CC(=C1)CC=O (2-(methyloxy)-4-(2-oxoethyl)benzonitrile). RXN SMILES: [CH3:1][O:2][C:3]1[CH:10]=[C:9]([CH2:11][CH:12]=C)[CH:8]=[CH:7][C:4]=1[C:5]#[N:6].CSC.C[OH:18]>>[CH3:1][O:2][C:3]1[CH:10]=[C:9]([CH2:11][CH:12]=[O:18])[CH:8]=[CH:7][C:4]=1[C:5]#[N:6]. Procedure: To a 25 mL flask containing a stir bar was added compound 2-(methyloxy)-4-prop-2-en-1-ylbenzonitrile (0.150 g, 0.866 mmol) and MeOH (8 mL). The flask was placed in a cold bath of −78° C. Ozone was bubbled through the flask for about 10 min. followed by addition of dimethyl sulfide (1.5 mL, 0.024 mmol). The flask was taken out of the cold bath and stirred at room temperature for 1 h; LC indicated completion of the reaction. The reaction mixture was concentrated to dryness to give 2-(methyloxy)-4-... Reaction SMILES: [CH3:3][c:4]1[n:5][cH:6][n:7][cH:8][cH:9]1.[F:10][c:11]1[cH:12][cH:13][c:14]([C:15](=[O:16])[O:17][CH2:18][CH3:19])[cH:20][cH:21]1.[H-:2].[Na+:1].[O:23]=[CH:24][N:25]([CH3:26])[CH3:27].[OH2:22]>>[CH2:3]([c:4]1[n:5][cH:6][n:7][cH:8][cH:9]1)[C:15]([c:14]1[cH:13][cH:12][c:11]([F:10])[cH:21][cH:20]1)=[O:16]. Product: O=C(Cc1ccncn1)c1ccc(F)cc1. The reactants are Cc1ccncn1, CCOC(=O)c1ccc(F)cc1, [H-], [Na+], CN(C)C=O, O. The reactants are CNC(=O)c1cccc(C2Nc3ccc(C(=O)OC)cc3CC2(C)C)c1, CO, Cl, [Na+], [OH-], O. The product is CNC(=O)c1cccc(C2Nc3ccc(C(=O)O)cc3CC2(C)C)c1. Reaction SMILES: [CH3:1][C:2]1([CH3:26])[CH:3]([c:16]2[cH:17][c:18]([C:22]([NH:23][CH3:24])=[O:25])[cH:19][cH:20][cH:21]2)[NH:4][c:5]2[cH:6][cH:7][c:8]([C:12](=[O:13])[O:14][CH3:15])[cH:9][c:10]2[CH2:11]1.[CH3:30][OH:31].[ClH:29].[Na+:28].[OH-:27].[OH2:32]>>[CH3:1][C:2]1([CH3:26])[CH:3]([c:16]2[cH:17][c:18]([C:22]([NH:23][CH3:24])=[O:25])[cH:19][cH:20][cH:21]2)[NH:4][c:5]2[cH:6][cH:7][c:8]([C:12](=[O:13])[OH:14])[cH:9][c:10]2[CH2:11]1. Starting materials: CC(C)([O-])C.[K+] (Potassium t-butoxide), FC(C=1C=C(C=CC1)O)(F)F (3-trifluoromethyl-phenol), C(C)OC(C=C(C)Cl)=O (3-chloro-but-2-enoic acid ethyl ester). The solvent is O1CCCC1 (tetrahydrofuran), O1CCCC1 (tetrahydrofuran). Run at temperature 23 celsius. Yields the product C(C)OC(\C=C(/C)\OC1=CC(=CC=C1)C(F)(F)F)=O ((E)-3-(3-trifluoromethyl-phenoxy)-but-2-enoic acid ethyl ester). Yield: 62.7%. Reaction SMILES: CC(C)([O-])C.[K+].[F:7][C:8]([F:17])([F:16])[C:9]1[CH:10]=[C:11]([OH:15])[CH:12]=[CH:13][CH:14]=1.[CH2:18]([O:20][C:21](=[O:26])[CH:22]=[C:23](Cl)[CH3:24])[CH3:19]>O1CCCC1>[CH2:18]([O:20][C:21](=[O:26])/[CH:22]=[C:23](/[O:15][C:11]1[CH:12]=[CH:13][CH:14]=[C:9]([C:8]([F:16])([F:17])[F:7])[CH:10]=1)\[CH3:24])[CH3:19] |f:0.1|. Reported procedure: Potassium t-butoxide (6.90 g, 0.061 mol) was added to a stirred solution of 3-trifluoromethyl-phenol (5.00 g, 0.031 mol) in tetrahydrofuran (35 mL) at 23° C. under nitrogen and the reaction mixture was heated to reflux for 0.75 h. The reaction mixture was cooled to 23° C. and a solution of 3-chloro-but-2-enoic acid ethyl ester (prepared as in Example 191, 4.56 g, 0.031 mol) in tetrahydrofuran (40 mL) was added to the reaction mixture. The reaction mixture was refluxed for an additional 3 h. Afte... Starting materials: CC(C)(C)[Si](C)(C)OCCOc1cccc(C=O)c1, CN, CCO. Yields the product CN=Cc1cccc(OCCO[Si](C)(C)C(C)(C)C)c1. RXN SMILES: [C:1]([CH3:2])([CH3:3])([CH3:4])[Si:5]([O:6][CH2:7][CH2:8][O:9][c:10]1[cH:11][c:12]([CH:13]=[O:14])[cH:15][cH:16][cH:17]1)([CH3:18])[CH3:19].[CH3:20][NH2:21].[CH3:22][CH2:23][OH:24]>>[C:1]([CH3:2])([CH3:3])([CH3:4])[Si:5]([O:6][CH2:7][CH2:8][O:9][c:10]1[cH:11][c:12]([CH:13]=[N:21][CH3:20])[cH:15][cH:16][cH:17]1)([CH3:18])[CH3:19]. Reactants: [BH4-].[Li+] (lithium borohydride), hydrochrolic acid, OC1=CC(=NC(=C1)NC1=NN(C=C1)COCC[Si](C)(C)C)C(=O)OC (methyl 4-hydroxy-6-((1-((2-(trimethylsilyl)ethoxy)methyl)-1H-pyrazol-3-yl)amino)pyridine-2-carboxylate). Reported procedure: To 16 g of methyl 4-hydroxy-6-((1-((2-(trimethylsilyl)ethoxy)methyl)-1H-pyrazol-3-yl)amino)pyridine-2-carboxylate dissolved in 200 ml of tetrahydrofuran, 2.0 M of lithium borohydride dissolved in 30 ml of tetrahydrofuran solution was added, and the mixture was stirred at 60° C. for 1 hour. The resulting mixture was cooled to 0° C., and then 10% hydrochrolic acid in methanol was added thereto to adjust the pH of the solution to 4. After stirred 30 minutes at room temperature, the mixture was conc... As a reaction SMILES: [OH:1][C:2]1[CH:7]=[C:6]([NH:8][C:9]2[CH:13]=[CH:12][N:11]([CH2:14][O:15][CH2:16][CH2:17][Si:18]([CH3:21])([CH3:20])[CH3:19])[N:10]=2)[N:5]=[C:4]([C:22](OC)=[O:23])[CH:3]=1.[BH4-].[Li+]>O1CCCC1.CO>[OH:23][CH2:22][C:4]1[CH:3]=[C:2]([OH:1])[CH:7]=[C:6]([NH:8][C:9]2[CH:13]=[CH:12][N:11]([CH2:14][O:15][CH2:16][CH2:17][Si:18]([CH3:21])([CH3:20])[CH3:19])[N:10]=2)[N:5]=1 |f:1.2|. Solvent: O1CCCC1 (tetrahydrofuran), CO (methanol), O1CCCC1 (tetrahydrofuran). Reaction conditions: temperature 60 celsius, time 1 hour. The product is OCC1=NC(=CC(=C1)O)NC1=NN(C=C1)COCC[Si](C)(C)C (2-(hydroxymethyl)-6-((1-((2-(trimethylsilyl)ethoxy)methyl)-1H-pyrazol-3-yl)amino)pyridin-4-ol).